Task: describe an organic reaction: reactants, conditions, products, and yield. Dataset: the Open Reaction Database (ORD), a public repository of structured organic reaction records The reactants are ClC1=CC=C(C=C1)C1=NN(C(N1CC=1C=C(C(=O)O)C=CC1)=O)CC(=O)NC(C)(C1=CC(=CC=C1)C(F)(F)F)C (3-(3-(4-chlorophenyl)-1-[2-(1-methyl-1-[3-(trifluoromethyl)phenyl]ethylamino)-2-oxoethyl]-5-oxo-1,5-dihydro-4H-1,2,4-triazol-4-ylmethyl)-benzoic acid), C=1C=CC2=C(C1)N=NN2O (HOBt), CCN=C=NCCCN(C)C.Cl (EDC hydrochloride), Cl.CNC (dimethylamine hydrochloride), C(C)(C)N(C(C)C)CC (N,N-diisopropylethylamine). The solvent is CN(C)C=O (DMF). Conditions: time 10 minute. Product: ClC1=CC=C(C=C1)C1=NN(C(N1CC=1C=C(C(=O)N(C)C)C=CC1)=O)CC(=O)NC(C)(C1=CC(=CC=C1)C(F)(F)F)C (3-(3-(4-chlorophenyl)-1-[2-(1-methyl-1-[3-(trifluoromethyl)phenyl]ethylamino)-2-oxoethyl]-5-oxo-1,5-dihydro-4H-1,2,4-triazol-4-ylmethyl)-N,N-dimethylbenzamide). As a reaction SMILES: [Cl:1][C:2]1[CH:7]=[CH:6][C:5]([C:8]2[N:12]([CH2:13][C:14]3[CH:15]=[C:16]([CH:20]=[CH:21][CH:22]=3)[C:17]([OH:19])=O)[C:11](=[O:23])[N:10]([CH2:24][C:25]([NH:27][C:28]([CH3:40])([C:30]3[CH:35]=[CH:34][CH:33]=[C:32]([C:36]([F:39])([F:38])[F:37])[CH:31]=3)[CH3:29])=[O:26])[N:9]=2)=[CH:4][CH:3]=1.C1C=CC2N(O)N=NC=2C=1.C[CH2:52][N:53]=[C:54]=NCCCN(C)C.Cl.Cl.CNC.C(N(CC)C(C)C)(C)C>CN(C=O)C>[Cl:1][C:2]1[CH:7]=[CH:6][C:5]([C:8]2[N:12]([CH2:13][C:14]3[CH:15]=[C:16]([CH:20]=[CH:21][CH:22]=3)[C:17]([N:53]([CH3:54])[CH3:52])=[O:19])[C:11](=[O:23])[N:10]([CH2:24][C:25]([NH:27][C:28]([CH3:40])([C:30]3[CH:35]=[CH:34][CH:33]=[C:32]([C:36]([F:37])([F:39])[F:38])[CH:31]=3)[CH3:29])=[O:26])[N:9]=2)=[CH:4][CH:3]=1 |f:2.3,4.5|. Procedure: 30 mg (0.052 mmol) of 3-(3-(4-chlorophenyl)-1-[2-(1-methyl-1-[3-(trifluoromethyl)phenyl]ethylamino)-2-oxoethyl]-5-oxo-1,5-dihydro-4H-1,2,4-triazol-4-ylmethyl)-benzoic acid (Example 471) are placed in 0.5 ml of DMF and treated with 9.2 mg (0.068 mmol) of HOBt and 13.0 mg (0.068 mmol) of EDC hydrochloride. After 10 mins' stirring, 6.0 mg (0.073 mmol) of dimethylamine hydrochloride and 10.2 mg (0.079 mmol) of N,N-diisopropylethylamine are added and the mixture is stirred overnight at RT. Without fu...